This data is from the Open Reaction Database (ORD), a public repository of structured organic reaction records. The task is: describe an organic reaction: reactants, conditions, products, and yield Starting materials: ClC=1C=C(OC=2C(=NN(C2CC)CC(=O)NN)CC)C=C(C1)Cl (2-[4-(3,5-Dichlorophenoxy)-3,5-diethyl-1H-pyrazol-1-yl]acetohydrazide), C(=O)(N1C=NC=C1)N1C=NC=C1 (1,1′-carbonyl diimidazole). Run in O1CCOCC1 (dioxane). Product: ClC=1C=C(OC=2C(=NN(C2CC)CC2=NNC(O2)=O)CC)C=C(C1)Cl (5-{[4-(3,5-Dichlorophenoxy)-3,5-diethyl-1H-pyrazol-1-yl]methyl}-1,3,4-oxadiazol-2(3H)-one). Isolated yield 38.0%. As a reaction SMILES: [Cl:1][C:2]1[CH:3]=[C:4]([CH:20]=[C:21]([Cl:23])[CH:22]=1)[O:5][C:6]1[C:7]([CH2:18][CH3:19])=[N:8][N:9]([CH2:13][C:14]([NH:16][NH2:17])=[O:15])[C:10]=1[CH2:11][CH3:12].[C:24](N1C=CN=C1)(N1C=CN=C1)=[O:25]>O1CCOCC1>[Cl:1][C:2]1[CH:3]=[C:4]([CH:20]=[C:21]([Cl:23])[CH:22]=1)[O:5][C:6]1[C:7]([CH2:18][CH3:19])=[N:8][N:9]([CH2:13][C:14]2[O:15][C:24](=[O:25])[NH:17][N:16]=2)[C:10]=1[CH2:11][CH3:12]. Procedure details: A stirred solution of the hydrazide (275 mg, 0.77 mmol) of Example 11 and 1,1′-carbonyl diimidazole 187 mg, 1.16 mmol) in dioxane (50 ml) was heated under reflux for 18 hours. After cooling, the mixture was concentrated under reduced pressure and the residue was dissolved in dichloromethane (50 ml) and washed with water (25 ml). The organic layer was dried over magnesium sulphate, filtered and concentrated under reduced pressure. The residue was purified by flash chromatography on silica gel elu... Starting materials: COC(C(OC(C)=O)SCCC(C)=O)OC (2-acetoxy-3-oxobutylmercaptoacetaldehyde dimethylacetal), C(=O)([O-])[O-].[K+].[K+] (K2CO3). Solvent: CO (methanol). Reaction conditions: time 10 minute. Yields the product COC(CSCC(C(C)=O)O)OC (3-Oxo-2-Hydroxybutylmercaptoacetaldehyde Dimethylacetal). RXN SMILES: [CH3:1][O:2][CH:3]([O:15][CH3:16])[CH:4]([S:9][CH2:10][CH2:11][C:12](=[O:14])[CH3:13])OC(=O)C.C([O-])([O-])=[O:18].[K+].[K+]>CO>[CH3:1][O:2][CH:3]([O:15][CH3:16])[CH2:4][S:9][CH2:10][CH:11]([OH:18])[C:12](=[O:14])[CH3:13] |f:1.2.3|. Procedure: To a solution of 200 mg. (0.8 mmol) of 2-acetoxy-3-oxobutylmercaptoacetaldehyde dimethylacetal in 2 ml. of methanol was added 110 mg. (0.8 mmol) of K2CO3. The reaction mixture was stirred 10 minutes, filtered, diluted with water and extracted with CHCl3. The CHCl3 extract was dried over Na2SO4, filtered and evaporated to 123 mg. (75%) of keto alcohol product: 1H-NMR (CDCl3) delta 2.20 (s, 3), 2.85 (m, 4), 3.32 (s, 6), 4.32 (m, 1), 4.45 (t, 1). The reactants are O=C([O-])[O-], Cc1nc(-c2ncccn2)ncc1C(=O)O, Nn1c(C2CC2)cc2cc(F)ccc21, [Na+], [Na+], CN(C)C=O. The product is Cc1nc(-c2ncccn2)ncc1C(=O)Nn1c(C2CC2)cc2cc(F)ccc21. Reaction SMILES: [C:36](=[O:37])([O-:38])[O-:39].[CH3:1][c:2]1[n:3][c:4](-[c:11]2[n:12][cH:13][cH:14][cH:15][n:16]2)[n:5][cH:6][c:7]1[C:8](=[O:9])[OH:10].[CH:17]1([c:20]2[n:21]([NH2:30])[c:22]3[cH:23][cH:24][c:25]([F:29])[cH:26][c:27]3[cH:28]2)[CH2:18][CH2:19]1.[Na+:40].[Na+:41].[O:31]=[CH:32][N:33]([CH3:34])[CH3:35]>>[CH3:1][c:2]1[n:3][c:4](-[c:11]2[n:12][cH:13][cH:14][cH:15][n:16]2)[n:5][cH:6][c:7]1[C:8](=[O:10])[NH:30][n:21]1[c:20]([CH:17]2[CH2:18][CH2:19]2)[cH:28][c:27]2[c:22]1[cH:23][cH:24][c:25]([F:29])[cH:26]2. Reactants: COc1cc(F)c(F)cc1O[Si](C)(C)C(C)(C)C, [Li]CCCC, CN(C)C=O, [Cl-], [NH4+], C1CCOC1, O. Product: COc1c(O[Si](C)(C)C(C)(C)C)cc(F)c(F)c1C=O. As a reaction SMILES: [C:1]([CH3:2])([CH3:3])([CH3:4])[Si:5]([CH3:6])([CH3:7])[O:8][c:9]1[c:10]([O:17][CH3:18])[cH:11][c:12]([F:16])[c:13]([F:15])[cH:14]1.[CH2:19]([Li:20])[CH2:21][CH2:22][CH3:23].[CH3:24][N:25]([CH:26]=[O:27])[CH3:28].[Cl-:29].[NH4+:30].[O:31]1[CH2:32][CH2:33][CH2:34][CH2:35]1.[OH2:36]>>[C:1]([CH3:2])([CH3:3])([CH3:4])[Si:5]([CH3:6])([CH3:7])[O:8][c:9]1[c:10]([O:17][CH3:18])[c:11]([CH:26]=[O:27])[c:12]([F:16])[c:13]([F:15])[cH:14]1.